This data is from the Open Reaction Database (ORD), a public repository of structured organic reaction records. The task is: describe an organic reaction: reactants, conditions, products, and yield The reactants are C(CCCCCCCCCCC)N(CCOC1=CC=C(C=C1)CCC(C(F)(F)F)(OC)OC)CCCC(=O)OCC (4[N-Dodecyl-N-[2-[4-(3,3-dimethoxy-4,4,4-trifluorobut-1-yl)phenoxy]ethyl]amino]-butanoic acid, ethyl ester). Solvent: FC(C(=O)O)(F)F (trifluoroacetic acid). Product: C(CCCCCCCCCCC)N(CCOC1=CC=C(C=C1)CCC(C(F)(F)F)=O)CCCC(=O)OCC (4-[N-Dodecyl-N-[2-[4-(3-oxo-4,4,4-trifluorobut-1-yl)phenoxy]ethyl]amino]butanoic acid, ethyl ester). Isolated yield 77.7%. As a reaction SMILES: [CH2:1]([N:13]([CH2:34][CH2:35][CH2:36][C:37]([O:39][CH2:40][CH3:41])=[O:38])[CH2:14][CH2:15][O:16][C:17]1[CH:22]=[CH:21][C:20]([CH2:23][CH2:24][C:25](OC)([O:30]C)[C:26]([F:29])([F:28])[F:27])=[CH:19][CH:18]=1)[CH2:2][CH2:3][CH2:4][CH2:5][CH2:6][CH2:7][CH2:8][CH2:9][CH2:10][CH2:11][CH3:12]>FC(F)(F)C(O)=O>[CH2:1]([N:13]([CH2:34][CH2:35][CH2:36][C:37]([O:39][CH2:40][CH3:41])=[O:38])[CH2:14][CH2:15][O:16][C:17]1[CH:18]=[CH:19][C:20]([CH2:23][CH2:24][C:25](=[O:30])[C:26]([F:27])([F:28])[F:29])=[CH:21][CH:22]=1)[CH2:2][CH2:3][CH2:4][CH2:5][CH2:6][CH2:7][CH2:8][CH2:9][CH2:10][CH2:11][CH3:12]. Procedure details: A solution of 4[N-Dodecyl-N-[2-[4-(3,3-dimethoxy-4,4,4-trifluorobut-1-yl)phenoxy]ethyl]amino]-butanoic acid, ethyl ester (315 mg, 0.53 mmol) in trifluoroacetic acid (5 ml) was heated to 70° C. for 2 h, and then concentrated in vacuo. The residue was diluted with ethyl acetate (100 ml), washed with sat. sodium bicarbonate (30 ml), brine (30 ml), dried over magnesium sulfate and concentrated in vacuo. The residue was chromatographed on silica gel (Hexane/ethyl acetate 2:1 to 1.5:1) to afford the t... The reactants are C(OC)(OC)OC (trimethyl orthoformate), O.[O-2].[O-2].[O-2].O=[Si]=O.O=[Si]=O.O=[Si]=O.O=[Si]=O.[Al+3].[Al+3] (montmorillonite K10), ClC1=C(C=C(C=C1)N1C(N(C(=CC1=O)C(F)(F)F)C)=O)C=O (3-(4-chloro-3-formylphenyl)-2,4-dioxo-1-methyl-6-trifluoromethyl-1,2,3,4-tetrahydropyrimidine). Run in C1(=CC=CC=C1)C (toluene). Run at time 30 minute. Yields the product ClC1=C(C=C(C=C1)N1C(N(C(=CC1=O)C(F)(F)F)C)=O)C(OC)OC (3-[4-Chloro-3-dimethoxymethylphenyl]-2,4-dioxo-1-methyl-6-trifluoromethyl-1,2,3,4-tetrahydropyrimidine). As a reaction SMILES: [CH:1]([O:6][CH3:7])([O:4][CH3:5])OC.O.[O-2].[O-2].[O-2].O=[Si]=O.O=[Si]=O.O=[Si]=O.O=[Si]=O.[Al+3].[Al+3].[Cl:26][C:27]1[CH:32]=[CH:31][C:30]([N:33]2[C:38](=[O:39])[CH:37]=[C:36]([C:40]([F:43])([F:42])[F:41])[N:35]([CH3:44])[C:34]2=[O:45])=[CH:29][C:28]=1C=O>C1(C)C=CC=CC=1>[Cl:26][C:27]1[CH:32]=[CH:31][C:30]([N:33]2[C:38](=[O:39])[CH:37]=[C:36]([C:40]([F:41])([F:43])[F:42])[N:35]([CH3:44])[C:34]2=[O:45])=[CH:29][C:28]=1[CH:1]([O:4][CH3:5])[O:6][CH3:7] |f:1.2.3.4.5.6.7.8.9.10|. Procedure details: 170 ml of trimethyl orthoformate were added to a thoroughly stirred suspension of 136 g of montmorillonite K10 in 700 ml of anhydrous toluene, and stirring was carried out for 30 minutes. Thereafter, 68.0 g of 3-(4-chloro-3-formylphenyl)-2,4-dioxo-1-methyl-6-trifluoromethyl-1,2,3,4-tetrahydropyrimidine were added dropwise while cooling with ice, and the batch was stirred overnight at 25° C. The montmorillonite K10 was filtered off and washed thoroughly with toluene. The solvent, excess ortho-est... The reactants are CN(C)C=O, CCOC(C)=O, CS(=O)(=O)c1nc2c(Oc3ccc(F)cc3)cc(Oc3cccnc3)cc2[nH]1, [H-], [Na+], c1nc[nH]n1. The product is Fc1ccc(Oc2cc(Oc3cccnc3)cc3[nH]c(-n4cncn4)nc23)cc1. As a reaction SMILES: [CH3:3][N:4]([CH3:5])[CH:6]=[O:7].[CH3:41][CH2:42][O:43][C:44](=[O:45])[CH3:46].[F:8][c:9]1[cH:10][cH:11][c:12]([O:13][c:14]2[cH:15][c:16]([O:27][c:28]3[cH:29][n:30][cH:31][cH:32][cH:33]3)[cH:17][c:18]3[nH:19][c:20]([S:23]([CH3:24])(=[O:25])=[O:26])[n:21][c:22]23)[cH:34][cH:35]1.[H-:1].[Na+:2].[nH:36]1[n:37][cH:38][n:39][cH:40]1>>[F:8][c:9]1[cH:10][cH:11][c:12]([O:13][c:14]2[cH:15][c:16]([O:27][c:28]3[cH:29][n:30][cH:31][cH:32][cH:33]3)[cH:17][c:18]3[nH:19][c:20](-[n:36]4[n:37][cH:38][n:39][cH:40]4)[n:21][c:22]23)[cH:34][cH:35]1. Starting materials: CN1CCNCC1 (1-methylpiperazine), BrCCOC1=C(C=C2C(=NC=NC2=C1)OC1=CC=CC=C1)OC (7-(2-bromoethoxy)-6-methoxy4-phenoxyquinazoline). Run at time 5 hour. The product is COC=1C=C2C(=NC=NC2=CC1OCCN1CCN(CC1)C)OC1=CC=CC=C1 (6-methoxy-7-(2-(4-methylpiperazin-1-yl)ethoxy)-4-phenoxyquinazoline). Yield: 92.0%. Reaction SMILES: [CH3:1][N:2]1[CH2:7][CH2:6][NH:5][CH2:4][CH2:3]1.Br[CH2:9][CH2:10][O:11][C:12]1[CH:21]=[C:20]2[C:15]([C:16]([O:22][C:23]3[CH:28]=[CH:27][CH:26]=[CH:25][CH:24]=3)=[N:17][CH:18]=[N:19]2)=[CH:14][C:13]=1[O:29][CH3:30]>>[CH3:30][O:29][C:13]1[CH:14]=[C:15]2[C:20](=[CH:21][C:12]=1[O:11][CH2:10][CH2:9][N:5]1[CH2:6][CH2:7][N:2]([CH3:1])[CH2:3][CH2:4]1)[N:19]=[CH:18][N:17]=[C:16]2[O:22][C:23]1[CH:28]=[CH:27][CH:26]=[CH:25][CH:24]=1. Reported procedure: A mixture of 1-methylpiperazine (7 ml) and 7-(2-bromoethoxy)-6-methoxy4-phenoxyquinazoline (1.0 g, 2.67 mmol), (prepared as described for the starting material in Example 22), was stirred at ambient temperature for 5 hours. The excess 1-methylpiperazine was removed by evaporation and the residue was partitioned between aqueous sodium hydrogen carbonate and methylene chloride. The organic phase was separated, passed through phase separating paper and the volatiles removed by evaporation to give 6... The reactants are BrC=1C=C2C(=C(C=NC2=CC1)C(=O)C1CC1)N[C@@H]1CC[C@H](CC1)N(C(OC(C)(C)C)=O)C (tert-butyl {trans-4-[6-bromo-3-(cyclopropanecarbonyl)quinolin-4-ylamino]cyclohexyl}(methyl)carbamate), ClC1=C(C(=CC(=C1)B1OC(C(O1)(C)C)(C)C)OC)O (2-chloro-6-methoxy-4-(4,4,5,5-tetramethyl-1,3,2-dioxaborolan-2-yl)phenol). The product is ClC=1C=C(C=C(C1O)OC)C=1C=C2C(=C(C=NC2=CC1)C(=O)C1CC1)N[C@@H]1CC[C@H](CC1)N(C(OC(C)(C)C)=O)C (tert-Butyl trans-4-[6-(3-chloro-4-hydroxy-5-methoxyphenyl)-3-(cyclopropanecarbonyl)quinolin-4-ylamino]cyclohexyl(methyl)carbamate). Yield: 114.9%. As a reaction SMILES: Br[C:2]1[CH:3]=[C:4]2[C:9](=[CH:10][CH:11]=1)[N:8]=[CH:7][C:6]([C:12]([CH:14]1[CH2:16][CH2:15]1)=[O:13])=[C:5]2[NH:17][C@H:18]1[CH2:23][CH2:22][C@H:21]([N:24]([CH3:32])[C:25](=[O:31])[O:26][C:27]([CH3:30])([CH3:29])[CH3:28])[CH2:20][CH2:19]1.[Cl:33][C:34]1[CH:39]=[C:38](B2OC(C)(C)C(C)(C)O2)[CH:37]=[C:36]([O:49][CH3:50])[C:35]=1[OH:51]>>[Cl:33][C:34]1[CH:39]=[C:38]([C:2]2[CH:3]=[C:4]3[C:9](=[CH:10][CH:11]=2)[N:8]=[CH:7][C:6]([C:12]([CH:14]2[CH2:15][CH2:16]2)=[O:13])=[C:5]3[NH:17][C@H:18]2[CH2:23][CH2:22][C@H:21]([N:24]([CH3:32])[C:25](=[O:31])[O:26][C:27]([CH3:28])([CH3:29])[CH3:30])[CH2:20][CH2:19]2)[CH:37]=[C:36]([O:49][CH3:50])[C:35]=1[OH:51]. Procedure details: Following general procedure F, tert-butyl {trans-4-[6-bromo-3-(cyclopropanecarbonyl)quinolin-4-ylamino]cyclohexyl}(methyl)carbamate (68 mg, 0.135 mmol) was reacted with 2-chloro-6-methoxy-4-(4,4,5,5-tetramethyl-1,3,2-dioxaborolan-2-yl)phenol (58 mg, 0.203 mmol) to afford the crude product (90 mg) as a brown oil: ESI MS m/z 580 [C32H38ClN3O5+H]+.